From a dataset of the Open Reaction Database (ORD), a public repository of structured organic reaction records. describe an organic reaction: reactants, conditions, products, and yield Starting materials: C(C)(C)(C)OC(CO[C@@H]1CC=2C(=CC=C3C=NN(C23)C[C@@H](C)O[Si](C)(C)C(C)(C)C)OC1)=O ([(R)-1-[(R)-2-(tert-Butyldimethyl-silanyloxy)-propyl]-1,7,8,9-tetrahydro-pyrano[2,3-g]indazol-8-yloxy]acetic Acid Tert-butyl Ester), [F-].C(CCC)[N+](CCCC)(CCCC)CCCC (tetrabutylammonium fluoride), C([O-])(O)=O.[Na+] (sodium bicarbonate). The solvent is C1CCOC1 (THF). Product: C(C)(C)(C)OC(CO[C@@H]1CC=2C(=CC=C3C=NN(C23)C[C@@H](C)O)OC1)=O ([(R)-1-((R)-2-Hydroxypropyl)-1,7,8,9-tetrahydropyrano[2,3-g]indazol-8-yloxy]-acetic Acid Tert-butyl Ester). Isolated yield 82.6%. RXN SMILES: [C:1]([O:5][C:6](=[O:33])[CH2:7][O:8][C@H:9]1[CH2:32][O:31][C:12]2=[CH:13][CH:14]=[C:15]3[C:19]([N:18]([CH2:20][C@H:21]([O:23][Si](C(C)(C)C)(C)C)[CH3:22])[N:17]=[CH:16]3)=[C:11]2[CH2:10]1)([CH3:4])([CH3:3])[CH3:2].[F-].C([N+](CCCC)(CCCC)CCCC)CCC.C(=O)(O)[O-].[Na+]>C1COCC1>[C:1]([O:5][C:6](=[O:33])[CH2:7][O:8][C@H:9]1[CH2:32][O:31][C:12]2=[CH:13][CH:14]=[C:15]3[C:19]([N:18]([CH2:20][C@H:21]([OH:23])[CH3:22])[N:17]=[CH:16]3)=[C:11]2[CH2:10]1)([CH3:2])([CH3:3])[CH3:4] |f:1.2,3.4|. Procedure: A mixture of the product from step A (2.60 g, 4.41 mmol) and a solution of tetrabutylammonium fluoride (1 M, 1.52 mmol) in THF (3 mL) was stirred at ambient temperature overnight, mixed with a saturated aqueous solution of sodium bicarbonate (50 mL) and extracted with ethyl acetate. The extract was purified by chromatography (silica, gradient 10% to 40% ethyl acetate in hexane) to give an oil (1.32 g, 82%): LCMS (+APCI) m/z 363 (M+H). The reactants are ClC1=C(C=CC(=C1)NC1=C(C=C(C=C1)F)F)C(=O)C1=C(C=CC(=C1)N1N=NC(=C1)CCN1CCOCC1)C ([2-Chloro-4-(2,4-difluoro-phenylamino)-phenyl]-{2-methyl-5-[4-(2-morpholin-4-yl-ethyl)-[1,2,3]triazol-1-yl]-phenyl}-methanone), ClC1=C(C(=O)C=2C=C(C=CC2C)N2N=NC(=C2)CCOS(=O)(=O)C2=CC=C(C=C2)C)C=CC(=C1)NC1=C(C=C(C=C1)F)F (Toluene-4-sulfonic acid 2-(1-{3-[2-chloro-4-(2,4-difluoro-phenylamino)-benzoyl]-4-methyl-phenyl}-1H-[1,2,3]triazol-4-yl)-ethyl ester), NCCO (2-amino-ethanol). The product is ClC1=C(C=CC(=C1)NC1=C(C=C(C=C1)F)F)C(=O)C1=C(C=CC(=C1)N1N=NC(=C1)CCNCCO)C ([2-Chloro-4-(2,4-difluoro-phenylamino)-phenyl]-(5-{4-[2-(2-hydroxy-ethylamino)-ethyl]-[1,2,3]triazol-1-yl}-2-methyl-phenyl)-methanone). RXN SMILES: [Cl:1][C:2]1[CH:7]=[C:6]([NH:8][C:9]2[CH:14]=[CH:13][C:12]([F:15])=[CH:11][C:10]=2[F:16])[CH:5]=[CH:4][C:3]=1[C:17]([C:19]1[CH:24]=[C:23]([N:25]2[CH:29]=[C:28]([CH2:30][CH2:31][N:32]3CC[O:35][CH2:34][CH2:33]3)[N:27]=[N:26]2)[CH:22]=[CH:21][C:20]=1[CH3:38])=[O:18].ClC1C=C(NC2C=CC(F)=CC=2F)C=CC=1C(C1C=C(N2C=C(CCOS(C3C=CC(C)=CC=3)(=O)=O)N=N2)C=CC=1C)=O.NCCO>>[Cl:1][C:2]1[CH:7]=[C:6]([NH:8][C:9]2[CH:14]=[CH:13][C:12]([F:15])=[CH:11][C:10]=2[F:16])[CH:5]=[CH:4][C:3]=1[C:17]([C:19]1[CH:24]=[C:23]([N:25]2[CH:29]=[C:28]([CH2:30][CH2:31][NH:32][CH2:33][CH2:34][OH:35])[N:27]=[N:26]2)[CH:22]=[CH:21][C:20]=1[CH3:38])=[O:18]. Procedure details: The reaction was carried out similarly as described in the preparation of compound 138, using compound 435 (0.24 mmol) and 2-amino-ethanol (0.5 mL). The crude product was purified by continuous gradient flash chromatography using MeOH/DCM 0:100 to 15:85 as the eluent to afford the title compound as yellow foam. The reactants are CC(=O)[O-], CC(=O)O, Cc1c(F)cccc1C=O, C[N+](=O)[O-], [NH4+]. Yields the product Cc1c(F)cccc1C=C[N+](=O)[O-]. As a reaction SMILES: [CH3:16][C:17](=[O:18])[O-:19].[CH3:20][C:21](=[O:22])[OH:23].[F:1][c:2]1[c:3]([CH3:10])[c:4]([CH:5]=[O:6])[cH:7][cH:8][cH:9]1.[N+:11](=[O:12])([O-:13])[CH3:14].[NH4+:15]>>[F:1][c:2]1[c:3]([CH3:10])[c:4]([CH:5]=[CH:14][N+:11](=[O:12])[O-:13])[cH:7][cH:8][cH:9]1. Product: BrC1=CC2=C(N3C4=C(C(=N2)N2CCC(CC2)C)C=CC=C4CC3)C=C1 (9-Bromo-6-(4-methyl-1-piperidinyl)-1,2-dihydrobenzo[b]pyrrolo-[3,2,1-jk][1,4]benzodiazepine). Procedure: A mixture of 4.73 g (0.0150 mole) of 9-bromo-1,2-dihydro-benzo[b]pyrrolo[3,2,1-jk][1,4]benzodiazepin-6-one and 1000 ml of toluene was heated under nitrogen, with stirring, until a solution resulted. Then there was added 14.9 g (0.150 mole) of 4-methylpiperidine, followed by 8.54 g (0.045 mole) of titanium tetrachloride. The mixture was refluxed for 3 hours, cooled to room temperature and filtered. The filtrate was stirred with 500 ml of 2N sodium hydroxide solution for 15 minutes and the layers ... Solvent: C1(=CC=CC=C1)C (toluene). The reagents and catalysts are [Ti](Cl)(Cl)(Cl)Cl (titanium tetrachloride). Isolated yield 82.4%. Reaction SMILES: [Br:1][C:2]1[CH:19]=[CH:18][C:5]2[N:6]3[CH2:17][CH2:16][C:15]4[C:7]3=[C:8]([CH:12]=[CH:13][CH:14]=4)[C:9](=O)[NH:10][C:4]=2[CH:3]=1.[CH3:20][CH:21]1[CH2:26][CH2:25][NH:24][CH2:23][CH2:22]1>[Ti](Cl)(Cl)(Cl)Cl.C1(C)C=CC=CC=1>[Br:1][C:2]1[CH:19]=[CH:18][C:5]2[N:6]3[CH2:17][CH2:16][C:15]4[C:7]3=[C:8]([CH:12]=[CH:13][CH:14]=4)[C:9]([N:24]3[CH2:25][CH2:26][CH:21]([CH3:20])[CH2:22][CH2:23]3)=[N:10][C:4]=2[CH:3]=1. Starting materials: CC1CCNCC1 (4-methylpiperidine), BrC1=CC2=C(N3C4=C(C(N2)=O)C=CC=C4CC3)C=C1 (9-bromo-1,2-dihydro-benzo[b]pyrrolo[3,2,1-jk][1,4]benzodiazepin-6-one). Starting materials: CC(C)Cc1nc(C(F)(F)F)ccc1C=CC(=O)O, Cl, CS(=O)(=O)Nc1ccc(CN)cc1F. Product: CC(C)Cc1nc(C(F)(F)F)ccc1C=CC(=O)NCc1ccc(NS(C)(=O)=O)c(F)c1. RXN SMILES: [CH2:16]([CH:17]([CH3:18])[CH3:19])[c:20]1[n:21][c:22]([C:31]([F:32])([F:33])[F:34])[cH:23][cH:24][c:25]1[CH:26]=[CH:27][C:28](=[O:29])[OH:30].[ClH:15].[NH2:1][CH2:2][c:3]1[cH:4][c:5]([F:14])[c:6]([NH:9][S:10](=[O:11])(=[O:12])[CH3:13])[cH:7][cH:8]1>>[NH:1]([CH2:2][c:3]1[cH:4][c:5]([F:14])[c:6]([NH:9][S:10](=[O:11])(=[O:12])[CH3:13])[cH:7][cH:8]1)[C:28]([CH:27]=[CH:26][c:25]1[c:20]([CH2:16][CH:17]([CH3:18])[CH3:19])[n:21][c:22]([C:31]([F:32])([F:33])[F:34])[cH:23][cH:24]1)=[O:29]. The reactants are C(C)(=O)N[C@@H]1[C@H](C=C(C(=O)O)O[C@H]1[C@H](O)[C@H](O)CO)N (5-(Acetylamino)-4-amino-2,6-anhydro-3,4,5-trideoxy-D-glycero-D-galacto-non-2-enonic acid), C(C)(=O)[O-].[Na+] (sodium acetate), N#CBr (cyanogen bromide). Run in CO (methanol), CO (methanol). Reaction conditions: time 3.5 hour. Yields the product C(C)(=O)N[C@@H]1[C@H](C=C(C(=O)O)O[C@H]1[C@H](O)[C@H](O)CO)NC#N (5-(Acetylamino)-4-cyanoamino-2,6-anhydro-3,4,5-trideoxy-D-glycero-D-galacto- non-2-enonic acid). The yield is 106.6%. Reaction SMILES: [C:1]([NH:4][C@H:5]1[C@H:13]([C@@H:14]([C@@H:16]([CH2:18][OH:19])[OH:17])[OH:15])[O:12][C:8]([C:9]([OH:11])=[O:10])=[CH:7][C@@H:6]1[NH2:20])(=[O:3])[CH3:2].C([O-])(=O)C.[Na+].[N:26]#[C:27]Br>CO>[C:1]([NH:4][C@H:5]1[C@H:13]([C@@H:14]([C@@H:16]([CH2:18][OH:19])[OH:17])[OH:15])[O:12][C:8]([C:9]([OH:11])=[O:10])=[CH:7][C@@H:6]1[NH:20][C:27]#[N:26])(=[O:3])[CH3:2] |f:1.2|. Procedure details: 5-(Acetylamino)-4-amino-2,6-anhydro-3,4,5-trideoxy-D-glycero-D-galacto-non-2-enonic acid (3 g, 10.35 mmol) was suspended in methanol (37.5 ml) and sodium acetate (1.89 g, 23.1 mmol) was added, causing a "caking" of the suspension and making stirring difficult. To this at 21° C. with exclusion of moisture was added a solution of cyanogen bromide (1.14 g, 10.8 mmol) in methanol (150 ml), in a dropwise manner. Stirring gradually became easier, until a readily stirrable suspension was obtained. Addi... Starting materials: CC(C)=O, COc1ccc(C(O)c2ccc3cc(OC)ccc3c2)c(F)c1, O. Yields the product COc1ccc(C(=O)c2ccc3cc(OC)ccc3c2)c(F)c1. As a reaction SMILES: [CH3:24][C:25](=[O:26])[CH3:27].[F:1][c:2]1[c:3]([CH:10]([OH:11])[c:12]2[cH:13][c:14]3[cH:15][cH:16][c:17]([O:22][CH3:23])[cH:18][c:19]3[cH:20][cH:21]2)[cH:4][cH:5][c:6]([O:8][CH3:9])[cH:7]1.[OH2:28]>>[F:1][c:2]1[c:3]([C:10](=[O:11])[c:12]2[cH:13][c:14]3[cH:15][cH:16][c:17]([O:22][CH3:23])[cH:18][c:19]3[cH:20][cH:21]2)[cH:4][cH:5][c:6]([O:8][CH3:9])[cH:7]1. Starting materials: CCN(C(C)C)C(C)C, O=C(Cl)C(Cl)(Cl)Cl, ClCCl, COc1cc(-c2ccccc2C)ccc1C(=O)N1Cc2cccn2Cc2ccccc21. Yields the product COc1cc(-c2ccccc2C)ccc1C(=O)N1Cc2ccc(C(=O)C(Cl)(Cl)Cl)n2Cc2ccccc21. Reaction SMILES: [CH:32]([N:33]([CH2:34][CH3:35])[CH:36]([CH3:37])[CH3:38])([CH3:39])[CH3:40].[Cl:41][C:42]([C:43](=[O:44])[Cl:45])([Cl:46])[Cl:47].[Cl:48][CH2:49][Cl:50].[cH:1]1[cH:2][cH:3][n:4]2[c:5]1[CH2:6][N:7]([C:15](=[O:16])[c:17]1[c:18]([O:30][CH3:31])[cH:19][c:20](-[c:23]3[c:24]([CH3:29])[cH:25][cH:26][cH:27][cH:28]3)[cH:21][cH:22]1)[c:8]1[c:9]([cH:11][cH:12][cH:13][cH:14]1)[CH2:10]2>>[cH:1]1[cH:2][c:3]([C:43]([C:42]([Cl:41])([Cl:46])[Cl:47])=[O:44])[n:4]2[c:5]1[CH2:6][N:7]([C:15](=[O:16])[c:17]1[c:18]([O:30][CH3:31])[cH:19][c:20](-[c:23]3[c:24]([CH3:29])[cH:25][cH:26][cH:27][cH:28]3)[cH:21][cH:22]1)[c:8]1[c:9]([cH:11][cH:12][cH:13][cH:14]1)[CH2:10]2.